This data is from the Open Reaction Database (ORD), a public repository of structured organic reaction records. The task is: describe an organic reaction: reactants, conditions, products, and yield Starting materials: FC1=C(C=O)C=CC(=C1)F (2,4-difluorobenzaldehyde), [Cl-].[Al+3].[Cl-].[Cl-] (aluminum chloride), FC1=C(C(=O)Cl)C=CC(=C1)F (2,4-difluorobenzoyl chloride), FC1=C(C=CC(=C1)F)C1=CC(=NN1C)C (5-(2,4-difluorophenyl)-1,3-dimethyl-1H-pyrazole), ice hydrochloric acid. The solvent is ClCC(Cl)(Cl)Cl (tetrachloroethane), ClCC(Cl)(Cl)Cl (tetrachloroethane). Run at time 30 minute. Product: FC1=C(C=CC(=C1)F)C(=O)C=1C(=NN(C1C1=C(C=C(C=C1)F)F)C)C ((2,4-difluorophenyl)-[5-(2,4-difluorophenyl)-1,3-dimethyl-1H-pyrazol-4-yl]methanone). Reaction SMILES: [Cl-].[Al+3].[Cl-].[Cl-].[F:5][C:6]1[CH:14]=[C:13]([F:15])[CH:12]=[CH:11][C:7]=1[C:8](Cl)=[O:9].[F:16][C:17]1[CH:22]=[C:21]([F:23])[CH:20]=[CH:19][C:18]=1[C:24]1[N:28]([CH3:29])[N:27]=[C:26]([CH3:30])[CH:25]=1.FC1C=C(F)C=CC=1C=O>ClCC(Cl)(Cl)Cl>[F:5][C:6]1[CH:14]=[C:13]([F:15])[CH:12]=[CH:11][C:7]=1[C:8]([C:25]1[C:26]([CH3:30])=[N:27][N:28]([CH3:29])[C:24]=1[C:18]1[CH:19]=[CH:20][C:21]([F:23])=[CH:22][C:17]=1[F:16])=[O:9] |f:0.1.2.3|. Reported procedure: To a mixture of aluminum chloride (380 mg, 2.88 mmol) in tetrachloroethane (10 mL) at about 0° C. was added 2,4-difluorobenzoyl chloride (0.36 mL, 2.88 mmol). The reaction mixture was stirred for about 30 minutes, and then a mixture of 5-(2,4-difluorophenyl)-1,3-dimethyl-1H-pyrazole (prepared by the method analogous to Example 4, Steps A-B starting with 2,4-difluorobenzaldehyde) in tetrachloroethane (0.5 mL) was added. The reaction mixture was allowed to warm to room temperature, stirred for 1 h...